This data is from the Open Reaction Database (ORD), a public repository of structured organic reaction records. The task is: describe an organic reaction: reactants, conditions, products, and yield The reactants are CC(=O)O, CN(C)C1(c2ccccn2)CCC(=O)CC1, ClCCCl, NCCc1c[nH]c2ccccc12, C1CCOC1. RXN SMILES: [CH3:1][C:2](=[O:3])[OH:4].[CH3:5][N:6]([C:7]1([c:14]2[n:15][cH:16][cH:17][cH:18][cH:19]2)[CH2:8][CH2:9][C:10](=[O:13])[CH2:11][CH2:12]1)[CH3:20].[Cl:38][CH2:39][CH2:40][Cl:41].[NH2:21][CH2:22][CH2:23][c:24]1[cH:25][nH:26][c:27]2[cH:28][cH:29][cH:30][cH:31][c:32]12.[O:33]1[CH2:34][CH2:35][CH2:36][CH2:37]1>>[CH3:5][N:6]([C:7]1([c:14]2[n:15][cH:16][cH:17][cH:18][cH:19]2)[CH2:8][CH2:9][CH:10]([NH:21][CH2:22][CH2:23][c:24]2[cH:25][nH:26][c:27]3[cH:28][cH:29][cH:30][cH:31][c:32]23)[CH2:11][CH2:12]1)[CH3:20]. The product is CN(C)C1(c2ccccn2)CCC(NCCc2c[nH]c3ccccc23)CC1. Reactants: NC=1SC2=C(N1)C=CC(=C2)OC=2C=C(C=CC2OC)NC(C2=CC(=CC=C2)C(C)(C)C#N)=O (N-{3-[(2-amino-1,3-benzothiazol-6-yl)oxy]-4-methoxyphenyl}-3-(1-cyano-1-methylethyl)benzamide), C1(CC1)C(=O)Cl (cyclopropanecarbonyl chloride). Reagents/catalysts: CN(C1=CC=NC=C1)C (N,N-dimethylpyridine-4-amine). The solvent is N1=CC=CC=C1 (pyridine). Yields the product C(#N)C(C)(C)C=1C=C(C(=O)NC2=CC(=C(C=C2)OC)OC2=CC3=C(N=C(S3)NC(=O)C3CC3)C=C2)C=CC1 (3-(1-cyano-1-methylethyl)-N-[3-({2-[(cyclopropylcarbonyl)amino]-1,3-benzothiazol-6-yl}oxy)-4-methoxyphenyl]benzamide). Yield: 44.8%. Reaction SMILES: [NH2:1][C:2]1[S:3][C:4]2[CH:10]=[C:9]([O:11][C:12]3[CH:13]=[C:14]([NH:20][C:21](=[O:33])[C:22]4[CH:27]=[CH:26][CH:25]=[C:24]([C:28]([C:31]#[N:32])([CH3:30])[CH3:29])[CH:23]=4)[CH:15]=[CH:16][C:17]=3[O:18][CH3:19])[CH:8]=[CH:7][C:5]=2[N:6]=1.[CH:34]1([C:37](Cl)=[O:38])[CH2:36][CH2:35]1>CN(C)C1C=CN=CC=1.N1C=CC=CC=1>[C:31]([C:28]([C:24]1[CH:23]=[C:22]([CH:27]=[CH:26][CH:25]=1)[C:21]([NH:20][C:14]1[CH:15]=[CH:16][C:17]([O:18][CH3:19])=[C:12]([O:11][C:9]2[CH:8]=[CH:7][C:5]3[N:6]=[C:2]([NH:1][C:37]([CH:34]4[CH2:36][CH2:35]4)=[O:38])[S:3][C:4]=3[CH:10]=2)[CH:13]=1)=[O:33])([CH3:30])[CH3:29])#[N:32]. Reported procedure: Using N-{3-[(2-amino-1,3-benzothiazol-6-yl)oxy]-4-methoxyphenyl}-3-(1-cyano-1-methylethyl)benzamide (115 mg, 0.25 mmol), cyclopropanecarbonyl chloride (105 mg, 1.00 mmol), N,N-dimethylpyridine-4-amine (122 mg, 1.00 mmol) and pyridine (2 mL), and in the same manner as in Example A18(v), the title compound (59 mg, 45%) was obtained as a pale-yellow powder.